This data is from the Open Reaction Database (ORD), a public repository of structured organic reaction records. The task is: describe an organic reaction: reactants, conditions, products, and yield Reaction conditions: time 0.5 hour. Reactants: IC1=CC=CC2=C1C(N1[C@H](C=3N2C=NC3C(=O)OC(C)(C)C)CC1)=O (tert.butyl (S)-12,12a-dihydro-8-iodo-9-oxo-9H,11H-azeto[2,1-c]imidazo[1,5-a][1,4]benzodiazepine-1-carboxylate), OCC1CC1 (hydroxymethyl-cyclopropane). Product: IC1=CC=CC2=C1C(N1[C@H](C=3N2C=NC3C(=O)OCC3CC3)CC1)=O (cyclopropylmethyl (S)-12,12a-dihydro-8-iodo-9-oxo-9H,11H-azeto[2,1-c]imidazo[1,5-a][1,4]benzodiazepine-1-carboxylate). Reagents/catalysts: CCO.CCO.CCO.CCO.[Ti] (tetraethyl orthotitanate). Procedure details: 3.0 g (5.5 mmol) of tert.butyl (S)-12,12a-dihydro-8-iodo-9-oxo-9H,11H-azeto[2,1-c]imidazo[1,5-a][1,4]benzodiazepine-1-carboxylate, 20 ml (250 mmol) of hydroxymethyl-cyclopropane and 0.7 g (3 mmol) of tetraethyl orthotitanate are stirred at 120° overnight, the solution is evaporated to dryness, the residue is taken up in chloroform and stirred for 0.5 hour with 30 ml of a saturated potassium fluoride solution. The resulting emulsion is filtered through siliceous earth, the organic phase is separa... As a reaction SMILES: [I:1][C:2]1[C:7]2[C:8](=[O:25])[N:9]3[CH2:24][CH2:23][C@H:10]3[C:11]3[N:12]([CH:13]=[N:14][C:15]=3[C:16]([O:18]C(C)(C)C)=[O:17])[C:6]=2[CH:5]=[CH:4][CH:3]=1.O[CH2:27][CH:28]1[CH2:30][CH2:29]1>CCO.CCO.CCO.CCO.[Ti]>[I:1][C:2]1[C:7]2[C:8](=[O:25])[N:9]3[CH2:24][CH2:23][C@H:10]3[C:11]3[N:12]([CH:13]=[N:14][C:15]=3[C:16]([O:18][CH2:27][CH:28]3[CH2:30][CH2:29]3)=[O:17])[C:6]=2[CH:5]=[CH:4][CH:3]=1 |f:2.3.4.5.6|. The reactants are O=C1CCC(=O)N1Br, O=C([O-])O, COC(=O)c1c(C)sc2c1c(=O)n(C)c(=O)n2CC(C)C, Cc1cc2ccccc2[nH]1, ClC(Cl)Cl, [Na+], [W]. The product is COC(=O)c1c(Cc2c(C)[nH]c3ccccc23)sc2c1c(=O)n(C)c(=O)n2CC(C)C. RXN SMILES: [Br:22][N:23]1[C:24](=[O:25])[CH2:26][CH2:27][C:28]1=[O:29].[C:30](=[O:31])([OH:32])[O-:33].[CH3:1][n:2]1[c:3](=[O:21])[n:4]([CH2:17][CH:18]([CH3:19])[CH3:20])[c:5]2[c:6]([c:7]1=[O:8])[c:9]([C:13](=[O:14])[O:15][CH3:16])[c:10]([CH3:12])[s:11]2.[CH3:35][c:36]1[nH:37][c:38]2[cH:39][cH:40][cH:41][cH:42][c:43]2[cH:44]1.[CH:45]([Cl:46])([Cl:47])[Cl:48].[Na+:34].[W:49]>>[CH3:1][n:2]1[c:3](=[O:21])[n:4]([CH2:17][CH:18]([CH3:19])[CH3:20])[c:5]2[c:6]([c:7]1=[O:8])[c:9]([C:13](=[O:14])[O:15][CH3:16])[c:10]([CH2:12][c:44]1[c:36]([CH3:35])[nH:37][c:38]3[cH:39][cH:40][cH:41][cH:42][c:43]31)[s:11]2. Starting materials: CC(C)(C)OC(=O)N(CCc1ccc(Oc2ccc([N+](=O)[O-])cc2)cc1)Cc1ccccc1, CO. The product is CC(C)(C)OC(=O)N(CCc1ccc(Oc2ccc(N)cc2)cc1)Cc1ccccc1. RXN SMILES: [C:1]([CH3:2])([CH3:3])([CH3:4])[O:5][C:6]([N:7]([CH2:8][CH2:9][c:10]1[cH:11][cH:12][c:13]([O:16][c:17]2[cH:18][cH:19][c:20]([N+:23]([O-:24])=[O:25])[cH:21][cH:22]2)[cH:14][cH:15]1)[CH2:26][c:27]1[cH:28][cH:29][cH:30][cH:31][cH:32]1)=[O:33].[CH3:34][OH:35]>>[C:1]([CH3:2])([CH3:3])([CH3:4])[O:5][C:6]([N:7]([CH2:8][CH2:9][c:10]1[cH:11][cH:12][c:13]([O:16][c:17]2[cH:18][cH:19][c:20]([NH2:23])[cH:21][cH:22]2)[cH:14][cH:15]1)[CH2:26][c:27]1[cH:28][cH:29][cH:30][cH:31][cH:32]1)=[O:33]. Reactants: ClC=1C=C(C=C(C1)Cl)NCC(=O)N1C[C@H](CCC1)NC(OC(C)(C)C)=O (tert-butyl(S)-1-(2-(3,5-dichlorophenylamino)acetyl)piperidin-3-ylcarbamate), Cl (HCl). Run in O1CCOCC1 (1,4-dioxane), O1CCOCC1 (dioxane). Run at time 1 hour. The product is ClC=1C=C(C=C(C1)Cl)NCC(=O)N1C[C@H](CCC1)N (2-(3,5-dichlorophenylamino)-1-((S)-3-aminopiperidin-1-yl)ethanone). Yield: 81.2%. Reaction SMILES: [Cl:1][C:2]1[CH:3]=[C:4]([NH:9][CH2:10][C:11]([N:13]2[CH2:18][CH2:17][CH2:16][C@H:15]([NH:19]C(=O)OC(C)(C)C)[CH2:14]2)=[O:12])[CH:5]=[C:6]([Cl:8])[CH:7]=1.Cl>O1CCOCC1>[Cl:1][C:2]1[CH:3]=[C:4]([NH:9][CH2:10][C:11]([N:13]2[CH2:18][CH2:17][CH2:16][C@H:15]([NH2:19])[CH2:14]2)=[O:12])[CH:5]=[C:6]([Cl:8])[CH:7]=1. Procedure details: To a solution of tert-butyl(S)-1-(2-(3,5-dichlorophenylamino)acetyl)piperidin-3-ylcarbamate (0.9 mg, 2.2 mmol) in 1,4-dioxane (5 mL) was added 4 N HCl in dioxane (10 mL) and the reaction mixture was stirred for 1 h. The reaction mixture was concentrated in vacuo and the resultant residue was dissolved in water and aqueous phase was adjusted to a pH 9 with sat. NaHCO3 and extracted with EtOAc (3×50 mL). The combined organic layer was dried over Na2SO4 and evaporated in vacuo to afford the titled ... The reactants are CC(C)([O-])C.[K+] (Potassium tert-butoxide), C(=O)C1=C(NC(=C1C)C)C(=O)OC (methyl 3-formyl-4,5-dimethylpyrrole-2-carboxylate), ice water, C[C@@H]1[C@H](C1)CBr ((1S,2S)-2-methylcyclopropylmethyl bromide). The reagents and catalysts are CC(C)([O-])C.[K+] (Potassium tert-butoxide), C[C@@H]1[C@H](C1)CBr ((1S,2S)-2-methylcyclopropylmethyl bromide), C1COCCOCCOCCOCCOCCO1 (18-crown-6). Run in O1CCCC1 (tetrahydrofuran). Reaction conditions: time 1 hour. Yields the product C(=O)C1=C(N(C(=C1C)C)C[C@@H]1[C@H](C1)C)C(=O)OC (Methyl 3-formyl-4,5-dimethyl-1-[(1S,2S)-2-methylcyclopropylmethyl]pyrrole-2-carboxylate). Yield: 103.9%. RXN SMILES: CC(C)([O-])C.[K+].[CH:7]([C:9]1[C:13]([CH3:14])=[C:12]([CH3:15])[NH:11][C:10]=1[C:16]([O:18][CH3:19])=[O:17])=[O:8].[CH3:20][C@H:21]1[CH2:23][C@@H:22]1[CH2:24]Br>O1CCCC1.C1OCCOCCOCCOCCOCCOC1.CC(C)([O-])C.[K+].C[C@H]1C[C@@H]1CBr>[CH:7]([C:9]1[C:13]([CH3:14])=[C:12]([CH3:15])[N:11]([CH2:20][C@H:21]2[CH2:23][C@@H:22]2[CH3:24])[C:10]=1[C:16]([O:18][CH3:19])=[O:17])=[O:8] |f:0.1,6.7|. Reported procedure: Potassium tert-butoxide (3.49 g, 35.1 mmol) was added to a solution of methyl 3-formyl-4,5-dimethylpyrrole-2-carboxylate (5.79 g, 31.9 mmol) and 18-crown-6 (0.41 g, 1.55 mmol) in tetrahydrofuran (130 ml) and the mixture was stirred at room temperature for 1 hour. After dropwise addition over 30 minutes of (1S,2S)-2-methylcyclopropylmethyl bromide (5.71 g, 38.3 mmol) to the reaction mixture at 50° C., the mixture was heated under reflux for 3 hours. Potassium tert-butoxide (0.36 g, 3.22 mmol) and... Product: C(CCC#C)OC1=C2C(=CC3=C1C=CC(O3)=O)OC=C2 (4-(4-Pentynyloxy)-7H-furo[3,2-g][1]benzopyran-7-on). Solvent: C(C)#N (acetonitrile). Procedure: 500 mg (2.473 mmol) of 5-hydroxypsoralen and 405.85 mg (3.957 mmol) of 5-chloro-1-pentyne were refluxed in 30 ml of acetonitrile in the presence of an excess of anhydrous potassium carbonate (2.0 gm) and catalytic amounts of potassium iodide for 24 hours. The progress of the reaction was monitored by thin layer chromatography. After 24 hours the reaction mixture was concentrated under reduced pressure. The oily residue was cooled, diluted with water and acidified with concentrated hydrochloric a... As a reaction SMILES: [CH:1]1[C:5]2=[C:6]([OH:15])[C:7]3[CH:14]=[CH:13][C:11](=[O:12])[O:10][C:8]=3[CH:9]=[C:4]2[O:3][CH:2]=1.Cl[CH2:17][CH2:18][CH2:19][C:20]#[CH:21].C(=O)([O-])[O-].[K+].[K+].[I-].[K+]>C(#N)C>[CH2:21]([O:15][C:6]1[C:7]2[CH:14]=[CH:13][C:11](=[O:12])[O:10][C:8]=2[CH:9]=[C:4]2[O:3][CH:2]=[CH:1][C:5]=12)[CH2:20][CH2:19][C:18]#[CH:17] |f:2.3.4,5.6|. Starting materials: C1=COC=2C1=C(C3=C(C2)OC(=O)C=C3)O (5-hydroxypsoralen), ClCCCC#C (5-chloro-1-pentyne), C([O-])([O-])=O.[K+].[K+] (potassium carbonate), [I-].[K+] (potassium iodide).